From a dataset of the Open Reaction Database (ORD), a public repository of structured organic reaction records. describe an organic reaction: reactants, conditions, products, and yield The reactants are Cc1ccc(CBr)cc1, CCN(CC)c1ccc(C=NNC(=O)c2ccc(OC)cc2)cc1, [K+], [K+], O=C([O-])[O-], CN(C)C=O, O. Yields the product CCN(CC)c1ccc(C=NN(Cc2ccc(C)cc2)C(=O)c2ccc(OC)cc2)cc1. Reaction SMILES: [Br:25][CH2:26][c:27]1[cH:28][cH:29][c:30]([CH3:33])[cH:31][cH:32]1.[CH2:1]([CH3:2])[N:3]([c:4]1[cH:5][cH:6][c:7]([CH:8]=[N:9][NH:10][C:11]([c:12]2[cH:13][cH:14][c:15]([O:18][CH3:19])[cH:16][cH:17]2)=[O:20])[cH:21][cH:22]1)[CH2:23][CH3:24].[K+:34].[K+:35].[O-:36][C:37]([O-:38])=[O:39].[O:40]=[CH:41][N:42]([CH3:43])[CH3:44].[OH2:45]>>[CH2:1]([CH3:2])[N:3]([c:4]1[cH:5][cH:6][c:7]([CH:8]=[N:9][N:10]([C:11]([c:12]2[cH:13][cH:14][c:15]([O:18][CH3:19])[cH:16][cH:17]2)=[O:20])[CH2:26][c:27]2[cH:28][cH:29][c:30]([CH3:33])[cH:31][cH:32]2)[cH:21][cH:22]1)[CH2:23][CH3:24]. Starting materials: C1(=CC=CC=C1)CC=O (phenylacetaldehyde), 4R, C(C1=CC=CC=C1)C1SCC(N1)C(=O)O (2-Benzyl-4-thiazolidinecarboxylic acid), N[C@@H](CS)C(=O)O (L-cysteine). Product: C(C1=CC=CC=C1)C1SC[C@H](N1)C(=O)O ((2RS,4R)-2-benzyl-4-thiazolidinecarboxylic acid). Reaction SMILES: [CH2:1]([CH:8]1[NH:12][CH:11]([C:13]([OH:15])=[O:14])[CH2:10][S:9]1)[C:2]1[CH:7]=[CH:6][CH:5]=[CH:4][CH:3]=1.N[C@H](C(O)=O)CS.C1(CC=O)C=CC=CC=1>>[CH2:1]([CH:8]1[NH:12][C@H:11]([C:13]([OH:15])=[O:14])[CH2:10][S:9]1)[C:2]1[CH:7]=[CH:6][CH:5]=[CH:4][CH:3]=1. Procedure details: F (2RS, 4R) -2-Benzyl-4-thiazolidinecarboxylic acid may be prepared in a manner similar to that described in Example 1E, but starting with 53.7 g of L-cysteine and 56.5 g of phenylacetaldehyde. 75.8 g of (2RS,4R)-2-benzyl-4-thiazolidinecarboxylic acid, melting point 200° C., are thereby obtained. The reactants are CI, CCOC(C)=O, CN(C)C=O, CCOCC, Nc1cc(C(=O)O)ccc1Cl, O=C([O-])[O-]. Product: COC(=O)c1ccc(Cl)c(N)c1. As a reaction SMILES: [CH3:16][I:17].[CH3:18][CH2:19][O:20][C:21](=[O:22])[CH3:23].[CH3:24][N:25]([CH3:26])[CH:27]=[O:28].[CH3:29][CH2:30][O:31][CH2:32][CH3:33].[NH2:1][c:2]1[cH:3][c:4]([C:5](=[O:6])[OH:7])[cH:8][cH:9][c:10]1[Cl:11].[O-:12][C:13](=[O:14])[O-:15]>>[NH2:1][c:2]1[cH:3][c:4]([C:5](=[O:6])[O:7][CH3:13])[cH:8][cH:9][c:10]1[Cl:11]. The reactants are C1(CCCC1)=O (cyclopentanone), NC1(CC(CC(C1)C)(C)C)OO (1-amino-3,3,5-trimethylcyclohexyl hydroperoxide), C(C)(=O)[O-].[NH4+] (ammonium acetate). The solvent is C(C)O (ethanol). Reaction conditions: time 8 hour. Yields the product C1(CCCC1)=O (cyclopentanone), CC1CC(=O)CC(C1)(C)C (dihydroisophorone). Reaction SMILES: [C:1]1(=[O:6])[CH2:5][CH2:4][CH2:3][CH2:2]1.C([O-])(=O)C.[NH4+].N[C:13]1([O:22]O)[CH2:18][CH:17]([CH3:19])[CH2:16][C:15]([CH3:21])([CH3:20])[CH2:14]1>C(O)C>[C:1]1(=[O:6])[CH2:5][CH2:4][CH2:3][CH2:2]1.[CH3:19][CH:17]1[CH2:16][C:15]([CH3:21])([CH3:20])[CH2:14][C:13](=[O:22])[CH2:18]1 |f:1.2|. Procedure: To a stirred mixture of cyclopentanone (33.8 g.) and ethanol (100 c.c.) containing ammonium acetate (3.2 g.) and kept at or below 0°, was added 1-amino-3,3,5-trimethylcyclohexyl hydroperoxide (44.6 g., 68% pure). After storing at 0°C overnight the reaction mixture was worked up as in the previous Examples to give unreacted cyclopentanone and dihydroisophorone together with a fraction (20.0 g.) b.p. 82° - 86°/0.5 mm. This last fraction was redistilled to give: material b.p. 74° - 76°C/0.3 mm.Hg.,... Starting materials: CS(C)=O, CCO, N#Cc1ccc(-n2c3ccccc3c3c(-c4nc5ccc(F)cc5[nH]4)cccc32)cc1N, [Na+], [OH-], O, OO. Product: NC(=O)c1ccc(-n2c3ccccc3c3c(-c4nc5ccc(F)cc5[nH]4)cccc32)cc1N. RXN SMILES: [CH3:35][S:36]([CH3:37])=[O:38].[CH3:41][CH2:42][OH:43].[NH2:3][c:4]1[c:5]([C:6]#[N:7])[cH:8][cH:9][c:10](-[n:12]2[c:13]3[cH:14][cH:15][cH:16][cH:17][c:18]3[c:19]3[c:20](-[c:25]4[n:26][c:27]5[c:28]([nH:29]4)[cH:30][c:31]([F:34])[cH:32][cH:33]5)[cH:21][cH:22][cH:23][c:24]23)[cH:11]1.[Na+:40].[OH-:39].[OH2:44].[OH:1][OH:2]>>[NH2:3][c:4]1[c:5]([C:6]([NH2:7])=[O:38])[cH:8][cH:9][c:10](-[n:12]2[c:13]3[cH:14][cH:15][cH:16][cH:17][c:18]3[c:19]3[c:20](-[c:25]4[n:26][c:27]5[c:28]([nH:29]4)[cH:30][c:31]([F:34])[cH:32][cH:33]5)[cH:21][cH:22][cH:23][c:24]23)[cH:11]1.